From a dataset of the Open Reaction Database (ORD), a public repository of structured organic reaction records. describe an organic reaction: reactants, conditions, products, and yield Yields the product C1(CC1)N1C=CC2=C(C=C(C=C12)C(=O)O)OCC (1-Cyclopropyl-4-ethoxy-1H-indole-6-carboxylic acid). RXN SMILES: C1(N2C3C(=C(OC)C=C(C(O)=O)C=3)C=C2)CC1.[CH:18]1([N:21]2[C:29]3[C:24](=[C:25]([O:35][CH2:36][CH3:37])[CH:26]=[C:27]([C:30]([O:32]CC)=[O:31])[CH:28]=3)[CH:23]=[CH:22]2)[CH2:20][CH2:19]1>>[CH:18]1([N:21]2[C:29]3[C:24](=[C:25]([O:35][CH2:36][CH3:37])[CH:26]=[C:27]([C:30]([OH:32])=[O:31])[CH:28]=3)[CH:23]=[CH:22]2)[CH2:19][CH2:20]1. Procedure: The compound was prepared according to the procedure for 1-Cyclopropyl-4-methoxy-1H-indole-6-carboxylic acid but using ethyl 1-cyclopropyl-4-ethoxy-1H-indole-6-carboxylate in place of ethyl 1-cyclopropyl-4-methoxy-1H-indole-6-carboxylate. The reactants are C1(CC1)N1C=CC2=C(C=C(C=C12)C(=O)O)OC (1-Cyclopropyl-4-methoxy-1H-indole-6-carboxylic acid), C1(CC1)N1C=CC2=C(C=C(C=C12)C(=O)OCC)OCC (ethyl 1-cyclopropyl-4-ethoxy-1H-indole-6-carboxylate). The reactants are BrC1=CC(=NC=C1)NC=C(C(=O)OC)C(=O)OC (dimethyl 2-((4-bromopyridin-2-ylamino)methylene)malonate), P(=O)(Br)(Br)Br (POBr3), C(=O)([O-])[O-].[Na+].[Na+] (Na2CO3). Solvent: O (water). Conditions: temperature 80 celsius, time 2 hour. Yields the product BrC1=CC=2N(C(C(=CN2)C(=O)OC)=O)C=C1 (methyl 8-bromo-4-oxo-4H-pyrido[1,2-a]pyrimidine-3-carboxylate). Yield: 79.0%. Reaction SMILES: [Br:1][C:2]1[CH:7]=[CH:6][N:5]=[C:4]([NH:8][CH:9]=[C:10]([C:15]([O:17][CH3:18])=[O:16])[C:11](OC)=[O:12])[CH:3]=1.P(Br)(Br)(Br)=O.C([O-])([O-])=O.[Na+].[Na+]>O>[Br:1][C:2]1[CH:7]=[CH:6][N:5]2[C:11](=[O:12])[C:10]([C:15]([O:17][CH3:18])=[O:16])=[CH:9][N:8]=[C:4]2[CH:3]=1 |f:2.3.4|. Procedure details: A mixture of dimethyl 2-((4-bromopyridin-2-ylamino)methylene)malonate (4.8 g, 15.2 mmol, 1 equiv) and POBr3 (16.1 g, 56.1 mmol, 3.7 equiv) was stirred at 80° C. for 2 h. After it was cooled to room temperature, the reaction mixture was poured into water carefully. Then the solution was adjusted pH to 8 with aq. Na2CO3 and extracted with DCM (3×200 mL). The combined organic layers were dried over Na2SO4 and concentrated to give 3.4 g of the desired product. MS (ESI): 283, 285 (MH+). The reactants are CCc1ncnc2ccc(C#Cc3cc(OC)ccc3OC)cc12, CCOC(C)=O, [H][H], [Pd]. Yields the product CCc1ncnc2ccc(CCc3cc(OC)ccc3OC)cc12. RXN SMILES: [CH3:1][O:2][c:3]1[c:4]([C:11]#[C:12][c:13]2[cH:14][c:15]3[c:16]([CH2:23][CH3:24])[n:17][cH:18][n:19][c:20]3[cH:21][cH:22]2)[cH:5][c:6]([O:9][CH3:10])[cH:7][cH:8]1.[CH3:27][CH2:28][O:29][C:30](=[O:31])[CH3:32].[H:25][H:26].[Pd:33]>>[CH3:1][O:2][c:3]1[c:4]([CH2:11][CH2:12][c:13]2[cH:14][c:15]3[c:16]([CH2:23][CH3:24])[n:17][cH:18][n:19][c:20]3[cH:21][cH:22]2)[cH:5][c:6]([O:9][CH3:10])[cH:7][cH:8]1. The reactants are C1(CCCCC1)C1=CC=C(C=C1)SCCCCOC=1C=CC2=C(C(OC(N2)=O)(CC)CC)C1 (6-[4-(4-cyclohexyl-phenylmercapto)-butoxy]-4,4-diethyl-4H-3,1-benzoxazin-2-one), OO (hydrogen peroxide). Product: C1(CCCCC1)C1=CC=C(C=C1)S(=O)CCCCOC=1C=CC2=C(C(OC(N2)=O)(CC)CC)C1 (6-[4-(4-Cyclohexyl-phenylsulfinyl)-butoxy]-4,4-diethyl-4H-3,1-benzoxazin-2-one). RXN SMILES: [CH:1]1([C:7]2[CH:12]=[CH:11][C:10]([S:13][CH2:14][CH2:15][CH2:16][CH2:17][O:18][C:19]3[CH:20]=[CH:21][C:22]4[NH:27][C:26](=[O:28])[O:25][C:24]([CH2:31][CH3:32])([CH2:29][CH3:30])[C:23]=4[CH:33]=3)=[CH:9][CH:8]=2)[CH2:6][CH2:5][CH2:4][CH2:3][CH2:2]1.[OH:34]O>>[CH:1]1([C:7]2[CH:8]=[CH:9][C:10]([S:13]([CH2:14][CH2:15][CH2:16][CH2:17][O:18][C:19]3[CH:20]=[CH:21][C:22]4[NH:27][C:26](=[O:28])[O:25][C:24]([CH2:29][CH3:30])([CH2:31][CH3:32])[C:23]=4[CH:33]=3)=[O:34])=[CH:11][CH:12]=2)[CH2:6][CH2:5][CH2:4][CH2:3][CH2:2]1. Reported procedure: Prepared analogously to Example 2 from 6-[4-(4-cyclohexyl-phenylmercapto)-butoxy]-4,4-diethyl-4H-3,1-benzoxazin-2-one and hydrogen peroxide. The reactants are N1=CC=C(C=C1)N1CCNCC1 (1-pyridin-4-yl-piperazine), BrCCN1C(C=2C(C1=O)=CC=CC2)=O (N-(2-bromoethyl)-phthalimide), C([O-])([O-])=O.[K+].[K+] (potassium carbonate), [I-].[K+] (potassium iodide). The solvent is CN(C=O)C (dimethyl formamide). Run at temperature 70 celsius, time 24 hour. Product: N1=CC=C(C=C1)N1CCN(CC1)CCN1C(C2=CC=CC=C2C1=O)=O (2-[2-(4-Pyridin-4-yl-piperazin-1-yl)-ethyl]-isoindole-1,3-dione). The yield is 73.8%. As a reaction SMILES: [N:1]1[CH:6]=[CH:5][C:4]([N:7]2[CH2:12][CH2:11][NH:10][CH2:9][CH2:8]2)=[CH:3][CH:2]=1.Br[CH2:14][CH2:15][N:16]1[C:20](=[O:21])[C:19]2=[CH:22][CH:23]=[CH:24][CH:25]=[C:18]2[C:17]1=[O:26].C(=O)([O-])[O-].[K+].[K+].[I-].[K+]>CN(C)C=O>[N:1]1[CH:6]=[CH:5][C:4]([N:7]2[CH2:8][CH2:9][N:10]([CH2:14][CH2:15][N:16]3[C:17](=[O:26])[C:18]4[C:19](=[CH:22][CH:23]=[CH:24][CH:25]=4)[C:20]3=[O:21])[CH2:11][CH2:12]2)=[CH:3][CH:2]=1 |f:2.3.4,5.6|. Reported procedure: A mixture of 1-pyridin-4-yl-piperazine [Org. Lett. 4 (2002) 737-740] (1.0 g, 6.12 mmol), N-(2-bromoethyl)-phthalimide (1.71 g, 6.74 mmol), potassium carbonate (0.85 g, 6.12 mmol), potassium iodide (1.02 g, 6.12 mmol) and dimethyl formamide (10 mL) was stirred at 70° C. for 24 h, then concentrated. The residue was dissolved in water, extracted with dichloromethane, the organic layer was dried over sodium sulfate, filtered and concentrated. The crude product was purified by column chromatography u... The reactants are O=C1NC2=CC=C(C=C2N=C1N1CCCCC1)C(=O)OC (methyl 2-oxo-3-(piperidin-1-yl)-1,2-dihydroquinoxaline-6-carboxylate), N1=CC=CC=C1 (pyridine), O(S(=O)(=O)C(F)(F)F)S(=O)(=O)C(F)(F)F (Tf2O). Solvent: ClCCl (dichloromethane). Run at temperature 0 celsius. Yields the product N1(CCCCC1)C=1C(=NC2=CC=C(C=C2N1)C(=O)OC)OS(=O)(=O)C(F)(F)F (methyl 3-(piperidin-1-yl)-2-(trifluoromethylsulfonyloxy)quinoxaline-6-carboxylate). RXN SMILES: [O:1]=[C:2]1[C:11]([N:12]2[CH2:17][CH2:16][CH2:15][CH2:14][CH2:13]2)=[N:10][C:9]2[C:4](=[CH:5][CH:6]=[C:7]([C:18]([O:20][CH3:21])=[O:19])[CH:8]=2)[NH:3]1.N1C=CC=CC=1.[O:28](S(C(F)(F)F)(=O)=O)[S:29]([C:32]([F:35])([F:34])[F:33])(=O)=[O:30]>ClCCl>[N:12]1([C:11]2[C:2]([O:1][S:29]([C:32]([F:35])([F:34])[F:33])(=[O:30])=[O:28])=[N:3][C:4]3[C:9]([N:10]=2)=[CH:8][C:7]([C:18]([O:20][CH3:21])=[O:19])=[CH:6][CH:5]=3)[CH2:17][CH2:16][CH2:15][CH2:14][CH2:13]1. Procedure: To a solution of methyl 2-oxo-3-(piperidin-1-yl)-1,2-dihydroquinoxaline-6-carboxylate (200 mg, 0.70 mmol) in dichloromethane (30 mL) was added pyridine (220 mg, 2.8 mmol) and then Tf2O (393 mg, 1.4 mmol) was added dropwise with stirring at 0° C. The resulting solution was stirred overnight at room temperature and then quenched by the addition of water (50 mL), extracted with dichloromethane (3×10 mL), dried over anhydrous sodium sulfate and concentrated in vacuo to afford methyl 3-(piperidin-1-y... Reactants: mixture, O1S(CCC1)(=O)=O (1,2-oxathiolane 2,2-dioxide), C(C#C)N (prop-2-yn-1-amine). Solvent: C1CCOC1 (THF), C1CCOC1 (THF). Conditions: temperature 0 celsius, time 12 hour. Product: C(C#C)NCCCS(=O)(=O)O (3-(prop-2-ynylamino)-propane-1-sulfonic acid). Reaction SMILES: [CH2:1]([NH2:4])[C:2]#[CH:3].[O:5]1[CH2:9][CH2:8][CH2:7][S:6]1(=[O:11])=[O:10]>C1COCC1>[CH2:1]([NH:4][CH2:9][CH2:8][CH2:7][S:6]([OH:11])(=[O:10])=[O:5])[C:2]#[CH:3]. Reported procedure: 4 g (71.2 mmol) prop-2-yn-1-amine were dissolved in 75 ml THF and cooled to 0° C. To this mixture 8.87 g (71.2 mmol) 1,2-oxathiolane 2,2-dioxide dissolved in 25 ml THF were added drop wise at 0° to 5° C. After addition the reaction mixture was heated to room temperature and stirred for 12 hours.